This data is from the Open Reaction Database (ORD), a public repository of structured organic reaction records. The task is: describe an organic reaction: reactants, conditions, products, and yield Reactants: C(CC1=CC=CC=C1)N (phenethylamine), ClC=1C2=C(N=C(N1)C1=NC=CN=C1)SC(=C2)C(F)(F)F (4-chloro-2-(pyrazin-2-yl)-6-trifluoromethyl-thieno-[2,3-d]-pyrimidine). Product: N1=C(C=NC=C1)C=1N=C(C2=C(N1)SC(=C2)C(F)(F)F)NCCC2=CC=CC=C2 (2-(pyrazin-2-yl)-4-phenethylamino-6-trifluoromethyl-thieno-[2,3-d]-pyrimidine). As a reaction SMILES: [CH2:1]([NH2:9])[CH2:2][C:3]1[CH:8]=[CH:7][CH:6]=[CH:5][CH:4]=1.Cl[C:11]1[C:12]2[CH:25]=[C:24]([C:26]([F:29])([F:28])[F:27])[S:23][C:13]=2[N:14]=[C:15]([C:17]2[CH:22]=[N:21][CH:20]=[CH:19][N:18]=2)[N:16]=1>>[N:18]1[CH:19]=[CH:20][N:21]=[CH:22][C:17]=1[C:15]1[N:16]=[C:11]([NH:9][CH2:1][CH2:2][C:3]2[CH:8]=[CH:7][CH:6]=[CH:5][CH:4]=2)[C:12]2[CH:25]=[C:24]([C:26]([F:28])([F:29])[F:27])[S:23][C:13]=2[N:14]=1. Procedure details: With the procedure of Example 1, the reaction of phenethylamine with 4-chloro-2-(pyrazin-2-yl)-6-trifluoromethyl-thieno-[2,3-d]-pyrimidine yields 2-(pyrazin-2-yl)-4-phenethylamino-6-trifluoromethyl-thieno-[2,3-d]-pyrimidine. Starting materials: Cc1ccccc1, ClP(Cl)(Cl)(Cl)Cl, CS(=O)(=O)c1ccc(-c2cc(C(=O)O)sc2-c2ccc(F)cc2)cc1, C1CCOC1. Yields the product CS(=O)(=O)c1ccc(-c2cc(C(=O)Cl)sc2-c2ccc(F)cc2)cc1. As a reaction SMILES: [CH3:32][c:33]1[cH:34][cH:35][cH:36][cH:37][cH:38]1.[Cl:26][P:27]([Cl:28])([Cl:29])([Cl:30])[Cl:31].[F:1][c:2]1[cH:3][cH:4][c:5](-[c:8]2[c:9](-[c:16]3[cH:17][cH:18][c:19]([S:22](=[O:23])(=[O:24])[CH3:25])[cH:20][cH:21]3)[cH:10][c:11]([C:13](=[O:14])[OH:15])[s:12]2)[cH:6][cH:7]1.[O:39]1[CH2:40][CH2:41][CH2:42][CH2:43]1>>[F:1][c:2]1[cH:3][cH:4][c:5](-[c:8]2[c:9](-[c:16]3[cH:17][cH:18][c:19]([S:22](=[O:23])(=[O:24])[CH3:25])[cH:20][cH:21]3)[cH:10][c:11]([C:13](=[O:14])[Cl:26])[s:12]2)[cH:6][cH:7]1.